This data is from the Open Reaction Database (ORD), a public repository of structured organic reaction records. The task is: describe an organic reaction: reactants, conditions, products, and yield The reactants are O=C([O-])[O-], C=CCBr, Cc1ccccc1-c1c(O)cccc1Cl, [K+], [K+], CN(C)C=O. The product is C=CCOc1cccc(Cl)c1-c1ccccc1C. Reaction SMILES: [C:16](=[O:17])([O-:18])[O-:19].[CH2:22]([CH:23]=[CH2:24])[Br:25].[Cl:1][c:2]1[cH:3][cH:4][cH:5][c:6]([OH:15])[c:7]1-[c:8]1[c:9]([CH3:14])[cH:10][cH:11][cH:12][cH:13]1.[K+:20].[K+:21].[O:26]=[CH:27][N:28]([CH3:29])[CH3:30]>>[Cl:1][c:2]1[cH:3][cH:4][cH:5][c:6]([O:15][CH2:24][CH:23]=[CH2:22])[c:7]1-[c:8]1[c:9]([CH3:14])[cH:10][cH:11][cH:12][cH:13]1. The reactants are O=C([O-])[O-], CCOC(C)=O, CCOCC, CCC(C)=O, O=C(CCCCl)c1ccc(F)cc1, Cl, Cl, O=S(=O)(CC1CNC1)c1ccc(F)cc1, [I-], [K+], [K+], [Na+]. Yields the product Cl, O=C(CCCN1CC(CS(=O)(=O)c2ccc(F)cc2)C1)c1ccc(F)cc1. RXN SMILES: [C:17](=[O:18])([O-:19])[O-:20].[CH3:39][CH2:40][O:41][C:42]([CH3:43])=[O:44].[CH3:45][CH2:46][O:47][CH2:48][CH3:49].[CH3:50][C:51](=[O:52])[CH2:53][CH3:54].[Cl:25][CH2:26][CH2:27][CH2:28][C:29](=[O:30])[c:31]1[cH:32][cH:33][c:34]([F:37])[cH:35][cH:36]1.[ClH:1].[ClH:38].[F:2][c:3]1[cH:4][cH:5][c:6]([S:9](=[O:10])(=[O:11])[CH2:12][CH:13]2[CH2:14][NH:15][CH2:16]2)[cH:7][cH:8]1.[I-:24].[K+:21].[K+:22].[Na+:23]>>[ClH:25].[F:2][c:3]1[cH:4][cH:5][c:6]([S:9](=[O:10])(=[O:11])[CH2:12][CH:13]2[CH2:14][N:15]([CH2:26][CH2:27][CH2:28][C:29](=[O:30])[c:31]3[cH:32][cH:33][c:34]([F:37])[cH:35][cH:36]3)[CH2:16]2)[cH:7][cH:8]1. As a reaction SMILES: [Cl:1][CH2:2][c:3]1[n:4][c:5]([CH:14]2[CH2:15][CH2:16][N:17]([C:20]([CH3:21])=[O:22])[CH2:18][CH2:19]2)[o:6][c:7]1-[c:8]1[cH:9][cH:10][cH:11][cH:12][cH:13]1.[Na+:24].[OH-:23].[OH2:31].[OH:25][CH2:26][C:27]([F:28])([F:29])[F:30]>>[CH2:2]([c:3]1[n:4][c:5]([CH:14]2[CH2:15][CH2:16][N:17]([C:20]([CH3:21])=[O:22])[CH2:18][CH2:19]2)[o:6][c:7]1-[c:8]1[cH:9][cH:10][cH:11][cH:12][cH:13]1)[O:25][CH2:26][C:27]([F:28])([F:29])[F:30]. The product is CC(=O)N1CCC(c2nc(COCC(F)(F)F)c(-c3ccccc3)o2)CC1. Reactants: CC(=O)N1CCC(c2nc(CCl)c(-c3ccccc3)o2)CC1, [Na+], [OH-], O, OCC(F)(F)F. Reactants: CC(C)(C)OC(=O)N1CCC2(CCC(Nc3ccc(Cl)c(Cl)c3)CC2)CC1, ClCCl, [Na+], [OH-], O, O=C(O)C(F)(F)F. Yields the product Clc1ccc(NC2CCC3(CCNCC3)CC2)cc1Cl. Reaction SMILES: [C:1]([O:2][C:3](=[O:4])[N:8]1[CH2:9][CH2:10][C:11]2([CH2:12][CH2:13]1)[CH2:14][CH2:15][CH:16]([NH:19][c:20]1[cH:21][c:22]([Cl:27])[c:23]([Cl:26])[cH:24][cH:25]1)[CH2:17][CH2:18]2)([CH3:5])([CH3:6])[CH3:7].[Cl:38][CH2:39][Cl:40].[Na+:37].[OH-:36].[OH2:35].[OH:28][C:29]([C:30]([F:31])([F:32])[F:33])=[O:34]>>[NH:8]1[CH2:9][CH2:10][C:11]2([CH2:12][CH2:13]1)[CH2:14][CH2:15][CH:16]([NH:19][c:20]1[cH:21][c:22]([Cl:27])[c:23]([Cl:26])[cH:24][cH:25]1)[CH2:17][CH2:18]2. The reactants are C=1C=CC(=CC1)C[C@@H]2[C@@H]([C@H]([C@H](N(C(=O)N2CC=3C=CC(=CC3)CO)CC=4C=CC(=CC4)CO)CC=5C=CC=CC5)O)O (DMP-323), CC(C)(C)[C@@H](C(=O)N[C@@H](CC=1C=CC=CC1)[C@H](CN(CC=2C=CC(=CC2)C=3C=CC=CN3)NC(=O)[C@H](C(C)(C)C)NC(=O)OC)O)NC(=O)OC (atazanavir), C=1C=CC(=CC1)C[C@@H]2[C@@H]([C@H]([C@H](N(C(=O)N2CC3=CC=CC(=C3)N)CC=4C=CC=C(C4)N)CC=5C=CC=CC5)O)O (DMP-450), CC1=C(C=CC=C1O)C(=O)N[C@@H](CSC=2C=CC=CC2)[C@@H](CN3C[C@H]4CCCC[C@H]4C[C@H]3C(=O)NC(C)(C)C)O.CS(=O)(=O)O (AG1343). The product is CC(C)CN(C[C@H]([C@H](CC=1C=CC=CC1)NC(=O)O[C@H]2CCOC2)O)S(=O)(=O)C=3C=CC(=CC3)N (amprenavir). Reaction SMILES: C1C=CC(C[C@H]2N(CC3C=CC(CO)=CC=3)C(=O)[N:12](CC3C=CC(CO)=CC=3)[C@H:11]([CH2:34][C:35]3C=CC=CC=3)[C@H:10](O)[C@H:9]2O)=CC=1.C1C=CC([CH2:49][C@H:50]2N(CC3C=C(N)C=CC=3)C(=O)N(CC3C=CC=C(N)C=3)[C@H](CC3C=CC=CC=3)[C@H:52]([OH:81])[C@H:51]2O)=CC=1.CC1C([OH:90])=CC=CC=1C(N[C@H]([C@H](O)CN1[C@H](C(NC(C)(C)C)=O)C[C@H]2[C@H](CCCC2)C1)CSC1C=CC=CC=1)=O.[CH3:123][S:124]([OH:127])(=O)=[O:125].CC([C@H](NC(OC)=O)[C:133]([NH:135][C@H:136]([C@@H:144]([OH:173])[CH2:145][N:146](NC([C@@H](NC(OC)=O)C(C)(C)C)=O)[CH2:147][C:148]1[CH:149]=CC(C2C=CC=CN=2)=C[CH:153]=1)[CH2:137][C:138]1[CH:139]=[CH:140][CH:141]=[CH:142][CH:143]=1)=[O:134])(C)C>>[CH3:149][CH:148]([CH2:147][N:146]([S:124]([C:123]1[CH:35]=[CH:34][C:11]([NH2:12])=[CH:10][CH:9]=1)(=[O:127])=[O:125])[CH2:145][C@@H:144]([OH:173])[C@@H:136]([NH:135][C:133]([O:134][C@@H:51]1[CH2:52][O:81][CH2:49][CH2:50]1)=[O:90])[CH2:137][C:138]1[CH:143]=[CH:142][CH:141]=[CH:140][CH:139]=1)[CH3:153] |f:2.3|. Procedure: DMP-323; DMP-450; AG1343 (nelfinavir); atazanavir (BMS 232,632);